From a dataset of the Open Reaction Database (ORD), a public repository of structured organic reaction records. describe an organic reaction: reactants, conditions, products, and yield Run at time 4 hour. The solvent is C(Cl)(Cl)Cl (chloroform), C(C)(=O)O (acetic acid), C(Cl)(Cl)Cl (chloroform). Starting materials: C(=O)OC(C)=O (acetyl formate), anhydride, C(=O)O (formic acid), CC1=C(C(=CC=C1)C)N1C(N(CC1)C1=C(C=CC=C1C)C)=N (1,3-bis(2',6'-dimethylphenyl)-2-imino-imidazolidine), C(O)([O-])=O.[Na+] (sodium hydrogencarbonate). Product: CC1=C(C(=CC=C1)C)N1C(N(CC1)C1=C(C=CC=C1C)C)=NC=O (1,3-Bis(2' ,6'-dimethylphenyl)-2-formylimino-imidazolidine). Reaction SMILES: C(O[C:4](=[O:6])C)=O.C(O)=O.[CH3:10][C:11]1[CH:16]=[CH:15][CH:14]=[C:13]([CH3:17])[C:12]=1[N:18]1[CH2:22][CH2:21][N:20]([C:23]2[C:28]([CH3:29])=[CH:27][CH:26]=[CH:25][C:24]=2[CH3:30])[C:19]1=[NH:31].C(=O)([O-])O.[Na+]>C(Cl)(Cl)Cl.C(O)(=O)C>[CH3:30][C:24]1[CH:25]=[CH:26][CH:27]=[C:28]([CH3:29])[C:23]=1[N:20]1[CH2:21][CH2:22][N:18]([C:12]2[C:11]([CH3:10])=[CH:16][CH:15]=[CH:14][C:13]=2[CH3:17])[C:19]1=[N:31][CH:4]=[O:6] |f:3.4|. Reported procedure: A solution of 7.5 g (85 mmoles) of acetyl formate (a mixed anhydride of formic acid and acetic acid) in 30 ml of dry chloroform is added dropwise, at room temperature, to a solution of 5.0 g (17.0 mmoles) of 1,3-bis(2',6'-dimethylphenyl)-2-imino-imidazolidine, prepared as described in Method (a) of Example 1, in 50 ml of dry chloroform. The resulting mixture is stirred at 45° to 50° C. for 4 hours, thereafter it is cooled with ice, and 10 ml of a 10% aqueous sodium hydrogencarbonate solution are... The product is OCc1ccnc2[nH]c(-c3ccc(C(F)(F)F)cc3)nc12. Reaction SMILES: [Al+3:24].[CH2:29]1[O:30][CH2:31][CH2:32][CH2:33]1.[F:1][C:2]([c:3]1[cH:4][cH:5][c:6](-[c:9]2[n:10][c:11]3[c:12]([n:13][cH:14][cH:15][c:16]3[C:17](=[O:18])[OH:19])[nH:20]2)[cH:7][cH:8]1)([F:21])[F:22].[H-:23].[H-:26].[H-:27].[H-:28].[Li+:25].[Na+:36].[OH-:35].[OH2:34]>>[F:1][C:2]([c:3]1[cH:4][cH:5][c:6](-[c:9]2[n:10][c:11]3[c:12]([n:13][cH:14][cH:15][c:16]3[CH2:17][OH:18])[nH:20]2)[cH:7][cH:8]1)([F:21])[F:22]. The reactants are [Al+3], C1CCOC1, O=C(O)c1ccnc2[nH]c(-c3ccc(C(F)(F)F)cc3)nc12, [H-], [H-], [H-], [H-], [Li+], [Na+], [OH-], O. The reactants are CCN(CC)CCNc1nncc2cc(Br)ccc12, Cc1ccc(C(=O)NC2CC2)cc1Br, CCO, CC(=O)[O-], CCOC(C)=O, [K+], C1COCCO1, O, c1ccc(P(c2ccccc2)(c2ccccc2)[Pd](P(c2ccccc2)(c2ccccc2)c2ccccc2)(P(c2ccccc2)(c2ccccc2)c2ccccc2)P(c2ccccc2)(c2ccccc2)c2ccccc2)cc1. Yields the product CCN(CC)CCNc1nncc2cc(-c3cc(C(=O)NC4CC4)ccc3C)ccc12. As a reaction SMILES: [Br:1][c:2]1[cH:3][c:4]2[cH:5][n:6][n:7][c:8]([NH:12][CH2:13][CH2:14][N:15]([CH2:16][CH3:17])[CH2:18][CH3:19])[c:9]2[cH:10][cH:11]1.[Br:25][c:26]1[cH:27][c:28]([C:29](=[O:30])[NH:31][CH:32]2[CH2:33][CH2:34]2)[cH:35][cH:36][c:37]1[CH3:38].[CH2:129]([OH:130])[CH3:131].[CH3:21][C:22](=[O:23])[O-:24].[CH3:46][CH2:47][O:48][C:49]([CH3:50])=[O:51].[K+:20].[O:40]1[CH2:41][CH2:42][O:43][CH2:44][CH2:45]1.[OH2:39].[cH:52]1[cH:53][cH:54][c:55]([P:56]([Pd:57]([P:58]([c:59]2[cH:60][cH:61][cH:62][cH:63][cH:64]2)([c:65]2[cH:66][cH:67][cH:68][cH:69][cH:70]2)[c:71]2[cH:72][cH:73][cH:74][cH:75][cH:76]2)([P:77]([c:78]2[cH:79][cH:80][cH:81][cH:82][cH:83]2)([c:84]2[cH:85][cH:86][cH:87][cH:88][cH:89]2)[c:90]2[cH:91][cH:92][cH:93][cH:94][cH:95]2)[P:96]([c:97]2[cH:98][cH:99][cH:100][cH:101][cH:102]2)([c:103]2[cH:104][cH:105][cH:106][cH:107][cH:108]2)[c:109]2[cH:110][cH:111][cH:112][cH:113][cH:114]2)([c:115]2[cH:116][cH:117][cH:118][cH:119][cH:120]2)[c:121]2[cH:122][cH:123][cH:124][cH:125][cH:126]2)[cH:127][cH:128]1>>[c:2]1(-[c:26]2[cH:27][c:28]([C:29](=[O:30])[NH:31][CH:32]3[CH2:33][CH2:34]3)[cH:35][cH:36][c:37]2[CH3:38])[cH:3][c:4]2[cH:5][n:6][n:7][c:8]([NH:12][CH2:13][CH2:14][N:15]([CH2:16][CH3:17])[CH2:18][CH3:19])[c:9]2[cH:10][cH:11]1. Reactants: CC#N, C=CS(C)(=O)=O, O=C(Nc1ccc(Cl)c(Cl)c1)N1CCN(CC2CCCNC2)CC1. Yields the product CS(=O)(=O)CCN1CCCC(CN2CCN(C(=O)Nc3ccc(Cl)c(Cl)c3)CC2)C1. RXN SMILES: [CH3:31][C:32]#[N:33].[CH:25](=[CH2:26])[S:27](=[O:28])(=[O:29])[CH3:30].[Cl:1][c:2]1[cH:3][c:4]([NH:9][C:10](=[O:11])[N:12]2[CH2:13][CH2:14][N:15]([CH2:18][CH:19]3[CH2:20][NH:21][CH2:22][CH2:23][CH2:24]3)[CH2:16][CH2:17]2)[cH:5][cH:6][c:7]1[Cl:8]>>[Cl:1][c:2]1[cH:3][c:4]([NH:9][C:10](=[O:11])[N:12]2[CH2:13][CH2:14][N:15]([CH2:18][CH:19]3[CH2:20][N:21]([CH2:26][CH2:25][S:27](=[O:28])(=[O:29])[CH3:30])[CH2:22][CH2:23][CH2:24]3)[CH2:16][CH2:17]2)[cH:5][cH:6][c:7]1[Cl:8]. The reactants are C(C)(=O)OC(C)=O (acetic anhydride), OC=1C(=C2CCC(OC2=C(C1C)C)(CCCCCCCC)COC1=CC=C(C=C1)[N+](=O)[O-])C (6-hydroxy-5,7,8-trimethyl-2-(4-nitrophenoxymethyl)-2-octylchroman), N1=CC=CC=C1 (pyridine), C1=CC=CC=C1 (benzene). Solvent: O (water). Conditions: time 2 hour. Product: C(C)(=O)OC=1C(=C2CCC(OC2=C(C1C)C)(CCCCCCCC)COC1=CC=C(C=C1)[N+](=O)[O-])C (6-Acetoxy-5,7,8-trimethyl-2-(4-nitrophenoxymethyl)-2-octylchroman). As a reaction SMILES: [C:1](OC(=O)C)(=[O:3])[CH3:2].[OH:8][C:9]1[C:10]([CH3:40])=[C:11]2[C:16](=[C:17]([CH3:20])[C:18]=1[CH3:19])[O:15][C:14]([CH2:29][O:30][C:31]1[CH:36]=[CH:35][C:34]([N+:37]([O-:39])=[O:38])=[CH:33][CH:32]=1)([CH2:21][CH2:22][CH2:23][CH2:24][CH2:25][CH2:26][CH2:27][CH3:28])[CH2:13][CH2:12]2.N1C=CC=CC=1.C1C=CC=CC=1>O>[C:1]([O:8][C:9]1[C:10]([CH3:40])=[C:11]2[C:16](=[C:17]([CH3:20])[C:18]=1[CH3:19])[O:15][C:14]([CH2:29][O:30][C:31]1[CH:36]=[CH:35][C:34]([N+:37]([O-:39])=[O:38])=[CH:33][CH:32]=1)([CH2:21][CH2:22][CH2:23][CH2:24][CH2:25][CH2:26][CH2:27][CH3:28])[CH2:13][CH2:12]2)(=[O:3])[CH3:2]. Procedure details: 1.2 g of acetic anhydride was added to a mixture of 3.5 g of 6-hydroxy-5,7,8-trimethyl-2-(4-nitrophenoxymethyl)-2-octylchroman (prepared as described in Preparation 15), 10 ml of pyridine and 10 ml of benzene, and the mixture was stirred for 2hours at room temperature. The reaction mixture was then poured into water and extracted with benzene. The extract was washed with 5% w/v aqueous hydrochloric acid and water, successively in that order, and dried over anhydrous sodium sulfate. The solvent w... The reactants are C(C(C)C)C1CC(CCC1)=O (3-isobutyl-cyclohexanone), Cl.N1=CC=CC=C1 (pyridine hydrochloride), C(C(=O)C)(=O)[O-].[Na+] (sodium pyruvate), Cl (HCl). Run in C(C)(=O)O (acetic acid). Yields the product C(C(C)C)C1=CC=C(C(C(=O)O)C)C=C1 (p-isobutylhydratropic acid). Reaction SMILES: [CH2:1]([CH:5]1[CH2:10][CH2:9][CH2:8][C:7](=O)[CH2:6]1)[CH:2]([CH3:4])[CH3:3].[C:12]([O-:17])(=[O:16])[C:13]([CH3:15])=O.[Na+].Cl.Cl.N1C=CC=CC=1>C(O)(=O)C>[CH2:1]([C:5]1[CH:10]=[CH:9][C:8]([CH:13]([CH3:15])[C:12]([OH:17])=[O:16])=[CH:7][CH:6]=1)[CH:2]([CH3:4])[CH3:3] |f:1.2,4.5|. Procedure details: The process according to claim 1, wherein 3-isobutyl-cyclohexanone and sodium pyruvate are heated in a HCl and acetic acid solution to give a mixture of condensation products and said condensation products are heated for 4 to 5 hours with pyridine hydrochloride to give p-isobutylhydratropic acid. The reactants are CC(C)=O, COc1cc(OC)nc(Oc2cccc(OC(F)F)c2C=O)n1, [K+], O=[Mn](=O)(=O)[O-]. Product: COc1cc(OC)nc(Oc2cccc(OC(F)F)c2C(=O)O)n1. RXN SMILES: [CH3:30][C:31](=[O:32])[CH3:33].[F:1][CH:2]([O:3][c:4]1[cH:5][cH:6][cH:7][c:8]([O:12][c:13]2[n:14][c:15]([O:21][CH3:22])[cH:16][c:17]([O:19][CH3:20])[n:18]2)[c:9]1[CH:10]=[O:11])[F:23].[K+:29].[Mn:24](=[O:25])([O-:26])(=[O:27])=[O:28]>>[F:1][CH:2]([O:3][c:4]1[cH:5][cH:6][cH:7][c:8]([O:12][c:13]2[n:14][c:15]([O:21][CH3:22])[cH:16][c:17]([O:19][CH3:20])[n:18]2)[c:9]1[C:10](=[O:11])[OH:25])[F:23]. Reactants: CC(C)(N)CO, O=C(O)C1CCCCC1. Product: CC(C)(CO)NC(=O)C1CCCCC1. RXN SMILES: [NH2:10][C:11]([CH2:12][OH:13])([CH3:14])[CH3:15].[OH:1][C:2](=[O:3])[CH:4]1[CH2:5][CH2:6][CH2:7][CH2:8][CH2:9]1>>[C:2](=[O:3])([CH:4]1[CH2:5][CH2:6][CH2:7][CH2:8][CH2:9]1)[NH:10][C:11]([CH2:12][OH:13])([CH3:14])[CH3:15]. The reactants are [BH4-].[Na+] (sodium borohydride), CN1C(N(C(C1)=O)C1=CC(=C(C=C1)OC(C(F)F)(F)F)C)=O (1-methyl-3-[3-methyl-4-(1,1,2,2-tetrafluoroethoxy)phenyl]imidazolidine-2,4-dione), ice water. The solvent is C(C)(C)O (isopropanol). Run at temperature 40 celsius, time 30 minute. Product: OC1N(C(N(C1)C)=O)C1=CC(=C(C=C1)OC(C(F)F)(F)F)C (4-Hydroxy-1-methyl-3-[3-methyl-4-(1,1,2,2-tetrafluoroethoxy)phenyl]imidazolidin-2-one). Reaction SMILES: [CH3:1][N:2]1[CH2:6][C:5](=[O:7])[N:4]([C:8]2[CH:13]=[CH:12][C:11]([O:14][C:15]([F:20])([F:19])[CH:16]([F:18])[F:17])=[C:10]([CH3:21])[CH:9]=2)[C:3]1=[O:22].[BH4-].[Na+]>C(O)(C)C>[OH:7][CH:5]1[CH2:6][N:2]([CH3:1])[C:3](=[O:22])[N:4]1[C:8]1[CH:13]=[CH:12][C:11]([O:14][C:15]([F:20])([F:19])[CH:16]([F:17])[F:18])=[C:10]([CH3:21])[CH:9]=1 |f:1.2|. Procedure: 16.0 g (0.05 mol) of 1-methyl-3-[3-methyl-4-(1,1,2,2-tetrafluoroethoxy)phenyl]imidazolidine-2,4-dione are dissolved in 100 ml of isopropanol, and 2.85 g (0.075 mol) of sodium borohydride are added at a rate such that the temperature increases to 40° C. After the addition is complete, the mixture is stirred for a further 30 minutes at 40° C., and poured into 300 ml of ice-water. The mixture is extracted twice with 100 ml of methylene chloride in each case, and the combined methylene chloride phas... The reactants are ClC1=NC=C(C(=N1)Cl)F (2,4-dichloro-5-fluoropyrimidine), FC=1C=C(N)C=CC1F (3,4-difluoroaniline). Yields the product ClC1=NC=C(C(=N1)NC1=CC(=C(C=C1)F)F)F (2-chloro-N4-(3,4-difluorophenyl)-5-fluoro-4-pyrimidineamine). Reaction SMILES: [Cl:1][C:2]1[N:7]=[C:6](Cl)[C:5]([F:9])=[CH:4][N:3]=1.[F:10][C:11]1[CH:12]=[C:13]([CH:15]=[CH:16][C:17]=1[F:18])[NH2:14]>>[Cl:1][C:2]1[N:7]=[C:6]([NH:14][C:13]2[CH:15]=[CH:16][C:17]([F:18])=[C:11]([F:10])[CH:12]=2)[C:5]([F:9])=[CH:4][N:3]=1. Procedure details: In like manner to the preparation of 2-chloro-5-fluoro-N4-[3-(1H-tetrazol-5-yl)phenyl]-4-pyrimidineamine the reaction of 2,4-dichloro-5-fluoropyrimidine with 3,4-difluoroaniline gave 2-chloro-N4-(3,4-difluorophenyl)-5-fluoro-4-pyrimidineamine. 1H NMR (CDCl3): δ 8.10 (d, 1H, J=2.1 Hz), 7.72 (m, 1H), 7.22 (m, 2H), 6.95 (bs, 1H); LCMS: purity: 93%; MS (m/e): 260 (M+).